Dataset: the Open Reaction Database (ORD), a public repository of structured organic reaction records. Task: describe an organic reaction: reactants, conditions, products, and yield The reactants are O=C([O-])[O-], CC1(C)OB(c2ccncc2)OC1(C)C, [Cs+], [Cs+], COc1ccc(Cn2cc(I)c(-c3cccc([N+](=O)[O-])c3)n2)cc1, C1COCCO1, O. Yields the product COc1ccc(Cn2cc(-c3ccncc3)c(-c3cccc([N+](=O)[O-])c3)n2)cc1. As a reaction SMILES: [C:40](=[O:41])([O-:42])[O-:43].[CH3:25][C:26]1([CH3:27])[C:28]([CH3:29])([CH3:30])[O:31][B:32]([c:33]2[cH:34][cH:35][n:36][cH:37][cH:38]2)[O:39]1.[Cs+:44].[Cs+:45].[I:1][c:2]1[c:3](-[c:16]2[cH:17][c:18]([N+:22](=[O:23])[O-:24])[cH:19][cH:20][cH:21]2)[n:4][n:5]([CH2:7][c:8]2[cH:9][cH:10][c:11]([O:14][CH3:15])[cH:12][cH:13]2)[cH:6]1.[O:46]1[CH2:47][CH2:48][O:49][CH2:50][CH2:51]1.[OH2:52]>>[c:2]1(-[c:33]2[cH:34][cH:35][n:36][cH:37][cH:38]2)[c:3](-[c:16]2[cH:17][c:18]([N+:22](=[O:23])[O-:24])[cH:19][cH:20][cH:21]2)[n:4][n:5]([CH2:7][c:8]2[cH:9][cH:10][c:11]([O:14][CH3:15])[cH:12][cH:13]2)[cH:6]1.